Dataset: the Open Reaction Database (ORD), a public repository of structured organic reaction records. Task: describe an organic reaction: reactants, conditions, products, and yield The yield is 12.1%. Starting materials: [H-].[Na+] (sodium hydride), N1C(C2C=3C(=CC=CC13)CCC2)=O (2a, 3,4,5-Tetrahydrobenz [cd]indole-2(1H) -one), BrCCCCCBr (1,5-dibromopentane). Reported procedure: 2a, 3,4,5-Tetrahydrobenz [cd]indole-2(1H) -one (1.0 g, 5.8 mmol) was dissolved in anhydrous N,N-dimethylformamide (40 ml). Thereto was added sodium hydride (250 mg, 6.3 mmol), and the resulting solution was stirred at a room temperature for 1 hour. The reaction solution was mixed with 1,5-dibromopentane (2.4 ml, 17 mmol) and again stirred for 17 hours. The solvent was evaporated under a reduced pressure, and the thus obtained residue was mixed with ethyl acetate and water. The reaction product w... The product is BrCCCCCC12C(NC=3C=CC=C(C13)CCC2)=O (2a-(5-Bromopentyl)-2a, 3,4,5-tetrahydrobenz[cd]indole-2(1H)-one). As a reaction SMILES: [NH:1]1[C:9]2[CH:8]=[CH:7][CH:6]=[C:5]3[CH2:10][CH2:11][CH2:12][CH:3]([C:4]=23)[C:2]1=[O:13].[H-].[Na+].[Br:16][CH2:17][CH2:18][CH2:19][CH2:20][CH2:21]Br>CN(C)C=O>[Br:16][CH2:17][CH2:18][CH2:19][CH2:20][CH2:21][C:3]12[CH2:12][CH2:11][CH2:10][C:5]3[C:4]1=[C:9]([CH:8]=[CH:7][CH:6]=3)[NH:1][C:2]2=[O:13] |f:1.2|. Reaction conditions: time 1 hour. The solvent is CN(C=O)C (N,N-dimethylformamide). The reactants are CCOC(=O)C(Cc1cccc(C#N)c1)NS(=O)(=O)c1ccc2c(c1)CN(C(C)C)CC2, Cl, [Na+], C1COCCO1, [OH-]. Product: CC(C)N1CCc2ccc(S(=O)(=O)NC(Cc3cccc(C#N)c3)C(=O)O)cc2C1. As a reaction SMILES: [CH2:3]([CH3:4])[O:5][C:6]([CH:7]([NH:8][S:9](=[O:10])(=[O:11])[c:12]1[cH:13][cH:14][c:15]2[c:20]([cH:21]1)[CH2:19][N:18]([CH:22]([CH3:23])[CH3:24])[CH2:17][CH2:16]2)[CH2:25][c:26]1[cH:27][c:28]([C:32]#[N:33])[cH:29][cH:30][cH:31]1)=[O:34].[ClH:35].[Na+:2].[O:36]1[CH2:37][CH2:38][O:39][CH2:40][CH2:41]1.[OH-:1]>>[O:5]=[C:6]([CH:7]([NH:8][S:9](=[O:10])(=[O:11])[c:12]1[cH:13][cH:14][c:15]2[c:20]([cH:21]1)[CH2:19][N:18]([CH:22]([CH3:23])[CH3:24])[CH2:17][CH2:16]2)[CH2:25][c:26]1[cH:27][c:28]([C:32]#[N:33])[cH:29][cH:30][cH:31]1)[OH:34]. The reactants are C(#CCCC)Br (pentynyl bromide), C([O-])([O-])=O.[K+].[K+] (potassium carbonate), [I-].[K+] (potassium iodide), C(C)(C)(C)OC(=O)C(C(CC(=O)OC)C(OC)OC)C(C)=O (methyl 4-tert-butoxycarbonyl-3-dimethoxymethyl-5-oxohexanoate). The solvent is CC(=O)C (acetone), CC(=O)C (Acetone). Run at time 1 hour. Product: C(C)(=O)C(C(CC(=O)OC)C(OC)OC)(CC#CCC)C(=O)OC(C)(C)C (methyl 4-acetyl-4-tert-butoxycarbonyl-3-dimethoxymethyl-6-nonynoate). RXN SMILES: C(=O)([O-])[O-].[K+].[K+].[I-].[K+].[C:9]([O:13][C:14]([CH:16]([C:28](=[O:30])[CH3:29])[CH:17]([CH:23]([O:26][CH3:27])[O:24][CH3:25])[CH2:18][C:19]([O:21][CH3:22])=[O:20])=[O:15])([CH3:12])([CH3:11])[CH3:10].[C:31](Br)#[C:32][CH2:33][CH2:34][CH3:35]>CC(C)=O>[C:28]([C:16]([C:14]([O:13][C:9]([CH3:11])([CH3:10])[CH3:12])=[O:15])([CH2:31][C:32]#[C:33][CH2:34][CH3:35])[CH:17]([CH:23]([O:24][CH3:25])[O:26][CH3:27])[CH2:18][C:19]([O:21][CH3:22])=[O:20])(=[O:30])[CH3:29] |f:0.1.2,3.4|. Procedure details: A 1.38 g quantity of potassium carbonate and 308 mg of potassium iodide are placed into a reactor. Acetone (30 ml) and a solution of 450 mg of methyl 4-tert-butoxycarbonyl-3-dimethoxymethyl-5-oxohexanoate in 10 ml of acetone are further placed into the reactor. Subsequently 270 mg of pentynyl bromide is added to the mixture. The resulting mixture is stirred at room temperature for one hour and thereafter refluxed at 70° C. for 13 hours. On completion of the reaction, the mixture is cooled to roo... The reactants are c1ccc(OCC2CO2)cc1, CO, CCO, NCCNc1nc(N)nc2nc[nH]c12. Product: Nc1nc(NCCNCC(O)COc2ccccc2)c2[nH]cnc2n1. RXN SMILES: [CH2:1]([CH:2]1[CH2:3][O:4]1)[O:5][c:6]1[cH:7][cH:8][cH:9][cH:10][cH:11]1.[CH3:26][OH:27].[CH3:28][CH2:29][OH:30].[NH2:12][c:13]1[n:14][c:15]([NH:22][CH2:23][CH2:24][NH2:25])[c:16]2[nH:17][cH:18][n:19][c:20]2[n:21]1>>[CH2:1]([CH:2]([CH2:3][NH:25][CH2:24][CH2:23][NH:22][c:15]1[n:14][c:13]([NH2:12])[n:21][c:20]2[c:16]1[nH:17][cH:18][n:19]2)[OH:4])[O:5][c:6]1[cH:7][cH:8][cH:9][cH:10][cH:11]1.